Dataset: the Open Reaction Database (ORD), a public repository of structured organic reaction records. Task: describe an organic reaction: reactants, conditions, products, and yield The reactants are CC1(CC=C(C=2C=C(C=CC12)C#CC1=CC=C(C(=O)OCC)C=C1)C(C)(C)C)C (ethyl 4-[(7,8-dihydro-8,8-dimethyl-5-(1,1-dimethylethyl)naphth-3-yl)ethynyl]benzoate), CC1(CC=C(C=2C=C(C=CC12)C#CC1=CC=C(C(=O)OCC)C=C1)C(C)(C)C)C (ethyl 4-[(7,8-dihydro-8,8-dimethyl-5-(1,1-dimethylethyl)naphth-3-yl)ethynyl]benzoate), FC(S(=O)(=O)OC=1C=2C=CC(=CC2C(CC1)(C)C)C#CC1=CC=C(C(=O)OCC)C=C1)(F)F (ethyl 4-[(5-trifluoromethylsulfonyloxy-7,8-dihydro-8,8-dimethylnaphth-2-yl)ethynyl]benzoate), FC(S(=O)(=O)OC=1C=2C=CC(=CC2C(CC1)(C)C)C#CC1=CC=C(C(=O)OCC)C=C1)(F)F (ethyl 4-[(5-trifluoromethylsulfonyloxy-7,8-dihydro-8,8-dimethylnaphth-2-yl)ethynyl]benzoate). Product: CC1(CC=C(C=2C=CC(=CC12)C#CC1=CC=C(C(=O)OCC)C=C1)C(C)(C)C)C (Ethyl 4-[(7,8-dihydro-8,8-dimethyl-5-(1,1-dimethylethyl)naphth-2-yl)ethynyl]benzoate). RXN SMILES: [CH3:1][C:2]1([CH3:29])C2C=CC(C#CC3C=CC(C(OCC)=O)=CC=3)=CC=2[C:5]([C:25]([CH3:28])([CH3:27])[CH3:26])=[CH:4][CH2:3]1.FC(F)(F)S(OC1[C:37]2[CH:38]=[CH:39][C:40]([C:48]#[C:49][C:50]3[CH:60]=[CH:59][C:53]([C:54]([O:56][CH2:57][CH3:58])=[O:55])=[CH:52][CH:51]=3)=[CH:41][C:42]=2C(C)(C)CC=1)(=O)=O>>[CH3:29][C:2]1([CH3:1])[C:38]2[CH:39]=[C:40]([C:48]#[C:49][C:50]3[CH:51]=[CH:52][C:53]([C:54]([O:56][CH2:57][CH3:58])=[O:55])=[CH:59][CH:60]=3)[CH:41]=[CH:42][C:37]=2[C:5]([C:25]([CH3:26])([CH3:27])[CH3:28])=[CH:4][CH2:3]1. Procedure details: Employing the same general procedure as for the preparation of ethyl 4-[(7,8-dihydro-8,8-dimethyl-5-(1,1-dimethylethyl)naphth-3-yl)ethynyl]benzoate (Compound 71), 300 mg (0.63 mmol) of ethyl 4-[(5-trifluoromethylsulfonyloxy-7,8-dihydro-8,8-dimethylnaphth-2-yl)ethynyl]benzoate (Compound 87) was converted into the title compound (colorless oil) using 84 mg (0.94 mmol) of cuprous cyanide, 40 mg (0.94 mmol) of lithium chloride and 120 mg (1.1 ml, 1.88 mmol) of tert-butyllithium (1.7M solution in pen...